This data is from the Open Reaction Database (ORD), a public repository of structured organic reaction records. The task is: describe an organic reaction: reactants, conditions, products, and yield Starting materials: ice water, C([O-])([O-])=O.[K+].[K+] (Potassium carbonate), C(C1=CC=CC=C1)OC1=C(C(=CC=C1)F)[N+](=O)[O-] (1-benzyloxy-3-fluoro-2-nitro-benzene), C(C1=CC=CC=C1)N (benzylamine). The solvent is O1CCCC1 (tetrahydrofuran). Run at temperature 110 celsius. Reported procedure: Potassium carbonate (5.71 g., 41.4 mmol) was added to a solution of 1-benzyloxy-3-fluoro-2-nitro-benzene (6.818 g, 27.6 mmol) and benzylamine (3.32 mL, 30.34 mmol) in tetrahydrofuran, and the resulting suspension was heated to 110° C. for 2 hours. After cooling to room temperature, the mixture was poured onto 1 L of ice water and extracted twice with 150 mL ethyl acetate and twice with 75 mL dichloromethane. The combined organic fractions were dried over sodium sulfate and concentrated in vacuo ... Isolated yield 88.0%. Yields the product C(C1=CC=CC=C1)NC1=C(C(=CC=C1)OCC1=CC=CC=C1)[N+](=O)[O-] (benzyl-(3-benzyloxy-2-nitro-phenyl)-amine). RXN SMILES: C(=O)([O-])[O-].[K+].[K+].[CH2:7]([O:14][C:15]1[CH:20]=[CH:19][CH:18]=[C:17](F)[C:16]=1[N+:22]([O-:24])=[O:23])[C:8]1[CH:13]=[CH:12][CH:11]=[CH:10][CH:9]=1.[CH2:25]([NH2:32])[C:26]1[CH:31]=[CH:30][CH:29]=[CH:28][CH:27]=1>O1CCCC1>[CH2:25]([NH:32][C:17]1[CH:18]=[CH:19][CH:20]=[C:15]([O:14][CH2:7][C:8]2[CH:13]=[CH:12][CH:11]=[CH:10][CH:9]=2)[C:16]=1[N+:22]([O-:24])=[O:23])[C:26]1[CH:31]=[CH:30][CH:29]=[CH:28][CH:27]=1 |f:0.1.2|. Reactants: CI (methyl iodide), C([O-])([O-])=O.[Na+].[Na+] (sodium carbonate), CI (methyl iodide), CC(=O)CC (methyl-ethyl-ketone), OC=1C=C2C(C(C(OC2=CC1O)C)C)=O (6,7-dihydroxy-2,3-dimethyl-4-chromanone). The product is COC=1C=C2C(C(C(OC2=CC1OC)C)C)=O (6,7-dimethoxy-2,3-dimethyl-4-chromanone). The yield is 91.0%. As a reaction SMILES: [CH3:1][C:2]([CH2:4][CH3:5])=[O:3].[C:6](=[O:9])([O-])[O-].[Na+].[Na+].[CH3:12]I.OC1[CH:16]=[C:17]2[C:22](=[CH:23]C=1O)[O:21][CH:20](C)[CH:19](C)[C:18]2=[O:28]>>[CH3:12][O:3][C:2]1[CH:1]=[C:19]2[C:20](=[CH:5][C:4]=1[O:9][CH3:6])[O:21][CH:22]([CH3:23])[CH:17]([CH3:16])[C:18]2=[O:28] |f:1.2.3|. Procedure details: In 80 ml of methyl-ethyl-ketone 4.2 g (20 millimoles) of 6,7-dihydroxy-2,3-dimethyl-4-chromanone are dissolved. To the solution 6.4 g (60 millimoles) of sodium carbonate and 8.5 g (3.8 ml, 60 millimoles) of methyl iodide are added and the reaction mixture is refluxed for 4 hours. After addition of a further 2.8 g (1.2 ml, 20 millimoles) of methyl iodide the reaction mixture is refluxed for another 3 hours. The reaction mixture is worked up according to Example 1. Thus, 4.3 g of the desired compo... Starting materials: C(C1=CC=CC=C1)OC(=O)N[C@@H](CC1=CC=CC=C1)C(=O)O (N-benzyloxycarbonyl-(L)-phenylalanine), C(C1=CC=CC=C1)OC(=O)N[C@@H](CC1=CNC2=CC=CC=C12)CO (N-benzyloxycarbonyl-(L)-tryptophanol), ON1N=NC2=C1C=CC=C2 (1-hydroxybenzotriazole), Cl.C(C)N=C=NCCCN(C)C (1-ethyl-3-(3-dimethylaminopropyl)carbodiimide hydrochloride). Reagents/catalysts: [C].[Pd] (palladium-carbon). The solvent is O1CCCC1 (tetrahydrofuran), C(C)(=O)OCC (ethyl acetate), CO (methanol). Run at time 21 hour. The product is C(C1=CC=CC=C1)OC(=O)N[C@@H](CC1=CC=CC=C1)C(=O)N[C@@H](CC1=CNC2=CC=CC=C12)CO (N-benzyloxycarbonyl-(L)-phenylalanyl-(L)-tryptophanol). Isolated yield 62.0%. As a reaction SMILES: C(O[C:9]([NH:11][C@H:12]([CH2:23][OH:24])[CH2:13][C:14]1[C:22]2[C:17](=[CH:18][CH:19]=[CH:20][CH:21]=2)[NH:16][CH:15]=1)=[O:10])C1C=CC=CC=1.[CH2:25]([O:32][C:33]([NH:35][C@H:36](C(O)=O)[CH2:37][C:38]1[CH:43]=[CH:42][CH:41]=[CH:40][CH:39]=1)=[O:34])[C:26]1[CH:31]=[CH:30][CH:29]=[CH:28][CH:27]=1.ON1C2C=CC=CC=2N=N1.Cl.C(N=C=NCCCN(C)C)C>CO.O1CCCC1.[C].[Pd].C(OCC)(=O)C>[CH2:25]([O:32][C:33]([NH:35][C@H:36]([C:9]([NH:11][C@H:12]([CH2:23][OH:24])[CH2:13][C:14]1[C:22]2[C:17](=[CH:18][CH:19]=[CH:20][CH:21]=2)[NH:16][CH:15]=1)=[O:10])[CH2:37][C:38]1[CH:43]=[CH:42][CH:41]=[CH:40][CH:39]=1)=[O:34])[C:26]1[CH:27]=[CH:28][CH:29]=[CH:30][CH:31]=1 |f:3.4,7.8|. Procedure: A mixture of N-benzyloxycarbonyl-(L)-tryptophanol (0.974 g) in methanol (10 ml), palladium-carbon (10%, 0.195 g) was subjected to catalytic hydrogenation at room temperature under 1 atmospheric pressure. After the palladium-carbon was filtered off, the filtrate was concentrated under reduced pressure to yield an oily substance. This oily substance and N-benzyloxycarbonyl-(L)-phenylalanine (0.90 g) were dissolved in tetrahydrofuran (THF) (20 ml), and 1-hydroxybenzotriazole (HOBt) (0.506 g) and 1-... Starting materials: CC(N)CN(C)C, CC(=O)c1ccc(CCc2cnc3c(N)nc4cc(C)ccc4c3c2)cc1. Yields the product Cc1ccc2c(c1)nc(N)c1ncc(CCc3ccc(C(C)NC(C)CN(C)C)cc3)cc12. RXN SMILES: [CH3:28][N:29]([CH2:30][CH:31]([CH3:32])[NH2:33])[CH3:34].[NH2:1][c:2]1[n:3][c:4]2[c:5]([c:6]3[cH:7][c:8]([CH2:12][CH2:13][c:14]4[cH:15][cH:16][c:17]([C:20]([CH3:21])=[O:22])[cH:18][cH:19]4)[cH:9][n:10][c:11]13)[cH:23][cH:24][c:25]([CH3:27])[cH:26]2>>[NH2:1][c:2]1[n:3][c:4]2[c:5]([c:6]3[cH:7][c:8]([CH2:12][CH2:13][c:14]4[cH:15][cH:16][c:17]([CH:20]([CH3:21])[NH:33][CH:31]([CH2:30][N:29]([CH3:28])[CH3:34])[CH3:32])[cH:18][cH:19]4)[cH:9][n:10][c:11]13)[cH:23][cH:24][c:25]([CH3:27])[cH:26]2.